This data is from the Open Reaction Database (ORD), a public repository of structured organic reaction records. The task is: describe an organic reaction: reactants, conditions, products, and yield Starting materials: CN[C@@H]1C[C@H]2O[C@@](C)([C@@H]1OC)n1c3ccccc3c3c4c(c5c6ccccc6n2c5c31)C(=O)NC4 (staurosporine), CC(=O)\C=C\c1ccccc1. Reagents/catalysts: CC(C)[O-].CC(C)[O-].CC(C)[O-].CC(C)[O-].[Ti+4] (Ti(OiPr)4), CC(=O)O (acetic acid), CC(=O)O[BH-](OC(C)=O)OC(C)=O.[Na+] (Sodium triacetoxyborohydride). Solvent: CC(=O)N(C)C (DMA), CC(=O)N(C)C (DMA), CC(=O)N(C)C (DMA), CC(=O)N(C)C (DMA), CC(=O)N(C)C (DMA), CC(=O)N(C)C (DMA), CC(=O)N(C)C (DMA). Reaction conditions: temperature 22 celsius, time 18 hour. The product is CO[C@@H]1[C@@H](C[C@H]2O[C@]1(C)n3c4ccccc4c5c6CNC(=O)c6c7c8ccccc8n2c7c35)N(C)C(C)\C=C\c9ccccc9, CN[C@@H]1C[C@H]2O[C@@](C)([C@@H]1OC)n1c3ccccc3c3c4c(c5c6ccccc6n2c5c31)C(=O)NC4 (Staurosporine), c1ccc(-c2ccccc2)cc1 (biphenyl), CC(O)\C=C\c1ccccc1.